From a dataset of the Open Reaction Database (ORD), a public repository of structured organic reaction records. describe an organic reaction: reactants, conditions, products, and yield Reactants: CC(C)(C)c1ccccc1O, CCOC(=O)C=C(C)Cl, CC(C)(C)[O-], [K+], C1CCOC1. Product: CCOC(=O)C=C(C)Oc1ccccc1C(C)(C)C. RXN SMILES: [C:7]([CH3:8])([CH3:9])([CH3:10])[c:11]1[c:12]([OH:17])[cH:13][cH:14][cH:15][cH:16]1.[CH2:18]([CH3:19])[O:20][C:21]([CH:22]=[C:23]([CH3:24])[Cl:25])=[O:26].[CH3:1][C:2]([CH3:3])([O-:4])[CH3:5].[K+:6].[O:27]1[CH2:28][CH2:29][CH2:30][CH2:31]1>>[C:7]([CH3:8])([CH3:9])([CH3:10])[c:11]1[c:12]([O:17][C:23](=[CH:22][C:21]([O:20][CH2:18][CH3:19])=[O:26])[CH3:24])[cH:13][cH:14][cH:15][cH:16]1.